From a dataset of the Open Reaction Database (ORD), a public repository of structured organic reaction records. describe an organic reaction: reactants, conditions, products, and yield Starting materials: CC1=NN(C2=C1N=C(N=C2O)C)CC (3,5-dimethyl-1-ethyl-7-hydroxy-1H-pyrazolo[4,3-d]pyrimidine), P(Cl)(Cl)(Cl)(Cl)Cl (phosphorus pentachloride). Solvent: P(=O)(Cl)(Cl)Cl (phosphorus oxychloride). Yields the product ClC=1C2=C(N=C(N1)C)C(=NN2CC)C (7-chloro-3,5-dimethyl-1-ethyl-1H-pyrazolo[4,3-d]pyrimidine). Yield: 85.8%. Reaction SMILES: [CH3:1][C:2]1[C:6]2[N:7]=[C:8]([CH3:12])[N:9]=[C:10](O)[C:5]=2[N:4]([CH2:13][CH3:14])[N:3]=1.P(Cl)(Cl)(Cl)(Cl)[Cl:16]>P(Cl)(Cl)(Cl)=O>[Cl:16][C:10]1[C:5]2[N:4]([CH2:13][CH3:14])[N:3]=[C:2]([CH3:1])[C:6]=2[N:7]=[C:8]([CH3:12])[N:9]=1. Reported procedure: A mixture of 16 g (0.083 mol) of 3,5-dimethyl-1-ethyl-7-hydroxy-1H-pyrazolo[4,3-d]pyrimidine and 18.5 g (0.087 mol) of phosphorus pentachloride in 120 ml of phosphorus oxychloride is stirred under reflux five hours. The solution is evaporated in vacuo. The residue is redissolved in ether and percolated over neutral alumina to yield 15 g of 7-chloro-3,5-dimethyl-1-ethyl-1H-pyrazolo[4,3-d]pyrimidine, a low-melting waxy solid (40°-50° C.). The yield is 15.7%. Procedure details: A mixture of 117a (300 mg, 0.72 mmol), (4-fluoro-2-{6-oxo-8-thia-4,5-diazatricyclo[7.4.0.02,7]trideca-1(9),2(7),3-triene-5-yl}-6-(tetra-methyl-1,3,2-dioxaborolan-2-yl)phenyl)methyl acetate 108c (430 mg, 0.86 mmol), Pd(dppf)Cl2 (52 mg, 0.072 mmol), KF (125 mg, 2.16 mmol) in acetonitrile (10 mL) and H2O (2 mL) was stirred at 75° C. for 3 h under nitrogen. The reaction mixture was concentrated and the residue was purified by silica gel chromatography (PE/EA=1/3) to give 2-cyano-N-[2-[[6-[[5-[5-fluo... Run at temperature 75 celsius, time 3 hour. RXN SMILES: Br[C:2]1[CH:3]=[C:4]([NH:10][C:11]2[N:16]=[C:15]([O:17][CH2:18][CH2:19][NH:20][C:21](=[O:26])[C:22]([C:24]#[N:25])=[CH2:23])[CH:14]=[CH:13][CH:12]=2)[C:5](=[O:9])[N:6]([CH3:8])[CH:7]=1.[C:27]([O:30][CH2:31][C:32]1[C:37](B2OC(C)(C)C(C)(C)O2)=[CH:36][C:35]([F:47])=[CH:34][C:33]=1[N:48]1[C:60](=[O:61])[C:59]2[S:58][C:57]3[CH2:56][CH2:55][CH2:54][CH2:53][C:52]=3[C:51]=2[CH:50]=[N:49]1)(=[O:29])[CH3:28].[F-].[K+]>C(#N)C.O.C1C=CC(P(C2C=CC=CC=2)[C-]2C=CC=C2)=CC=1.C1C=CC(P(C2C=CC=CC=2)[C-]2C=CC=C2)=CC=1.Cl[Pd]Cl.[Fe+2]>[C:24]([C:22](=[CH2:23])[C:21]([NH:20][CH2:19][CH2:18][O:17][C:15]1[CH:14]=[CH:13][CH:12]=[C:11]([NH:10][C:4]2[C:5](=[O:9])[N:6]([CH3:8])[CH:7]=[C:2]([C:37]3[CH:36]=[C:35]([F:47])[CH:34]=[C:33]([N:48]4[C:60](=[O:61])[C:59]5[S:58][C:57]6[CH2:56][CH2:55][CH2:54][CH2:53][C:52]=6[C:51]=5[CH:50]=[N:49]4)[C:32]=3[CH2:31][O:30][C:27](=[O:29])[CH3:28])[CH:3]=2)[N:16]=1)=[O:26])#[N:25] |f:2.3,6.7.8.9|. Reagents/catalysts: C1=CC=C(C=C1)P([C-]2C=CC=C2)C3=CC=CC=C3.C1=CC=C(C=C1)P([C-]2C=CC=C2)C3=CC=CC=C3.Cl[Pd]Cl.[Fe+2] (Pd(dppf)Cl2). Yields the product C(#N)C(C(=O)NCCOC1=NC(=CC=C1)NC=1C(N(C=C(C1)C1=C(C(=CC(=C1)F)N1N=CC2=C(C1=O)SC1=C2CCCC1)COC(C)=O)C)=O)=C (2-cyano-N-[2-[[6-[[5-[5-fluoro-2-(acetoxymethyl)-3-(4-oxo-6,7,8,9-tetrahydrobenzothiopheno[2,3-d]pyridazin-3-yl)phenyl]-1-methyl-2-oxo-3-pyridyl]amino]-2-pyridyl]oxy]ethyl]prop-2-enamide). Solvent: C(C)#N (acetonitrile), O (H2O). Starting materials: BrC=1C=C(C(N(C1)C)=O)NC1=CC=CC(=N1)OCCNC(C(=C)C#N)=O (N-(2-(6-(5-bromo-1-methyl-2-oxo-1,2-dihydropyridin-3-ylamino)pyridin-2-yloxy)ethyl)-2-cyanoacrylamide), C(C)(=O)OCC1=C(C=C(C=C1B1OC(C(O1)(C)C)(C)C)F)N1N=CC=2C=3CCCCC3SC2C1=O ((4-fluoro-2-{6-oxo-8-thia-4,5-diazatricyclo[7.4.0.02,7]trideca-1(9),2(7),3-triene-5-yl}-6-(tetra-methyl-1,3,2-dioxaborolan-2-yl)phenyl)methyl acetate), [F-].[K+] (KF). Starting materials: COc1ccc(Nc2nc(N(C)C)ncc2-c2nc(C)nc(SC)n2)cn1, N, C1COCCO1. The product is COc1ccc(Nc2nc(N(C)C)ncc2-c2nc(C)nc(N)n2)cn1. RXN SMILES: [CH3:1][O:2][c:3]1[cH:4][cH:5][c:6]([NH:9][c:10]2[n:11][c:12]([N:25]([CH3:26])[CH3:27])[n:13][cH:14][c:15]2-[c:16]2[n:17][c:18]([S:23][CH3:24])[n:19][c:20]([CH3:22])[n:21]2)[cH:7][n:8]1.[NH3:28].[O:29]1[CH2:30][CH2:31][O:32][CH2:33][CH2:34]1>>[CH3:1][O:2][c:3]1[cH:4][cH:5][c:6]([NH:9][c:10]2[n:11][c:12]([N:25]([CH3:26])[CH3:27])[n:13][cH:14][c:15]2-[c:16]2[n:17][c:18]([NH2:28])[n:19][c:20]([CH3:22])[n:21]2)[cH:7][n:8]1.